From a dataset of the Open Reaction Database (ORD), a public repository of structured organic reaction records. describe an organic reaction: reactants, conditions, products, and yield The reactants are C1=CC=C2C(=C1)C(=O)C(C2=O)(O)O (ninhydrin), Cl.ClC1=C(C=CC(=C1)Cl)NC(NN)=O (4-(2,4-dichlorophenyl)-semicarbazide hydrochloride). Yields the product ClC1=C(C=CC(=C1)Cl)NC(NN=C1C(C2=CC=CC=C2C1=O)=O)=O (2-[4-(2,4-dichlorophenyl)-semicarbazono]indan-1,3-dione). Reaction SMILES: [CH:1]1[CH:6]=[C:5]2[C:7]([C:9](O)(O)[C:10](=[O:11])[C:4]2=[CH:3][CH:2]=1)=[O:8].Cl.[Cl:15][C:16]1[CH:21]=[C:20]([Cl:22])[CH:19]=[CH:18][C:17]=1[NH:23][C:24](=[O:27])[NH:25][NH2:26]>>[Cl:15][C:16]1[CH:21]=[C:20]([Cl:22])[CH:19]=[CH:18][C:17]=1[NH:23][C:24](=[O:27])[NH:25][N:26]=[C:9]1[C:10](=[O:11])[C:4]2[C:5](=[CH:6][CH:1]=[CH:2][CH:3]=2)[C:7]1=[O:8] |f:1.2|. Procedure: ninhydrin, 4-(2,4-dichlorophenyl)-semicarbazide hydrochloride The reactants are [H-].[Al+3].[Li+].[H-].[H-].[H-] (lithium aluminum hydride), [Cl-].[Al+3].[Cl-].[Cl-] (aluminum chloride), C(C)N1C(C(OC2=C3C1=C1CCCCC1=NC3=CC=C2)C)=O (1-ethyl-3-methyl-1,3,9,10,11,12-hexahydro-2H-quino[4,3,2-ef][1,4]benzoxazepin-2-one). Run in O1CCCC1 (tetrahydrofuran), O1CCCC1 (tetrahydrofuran). Conditions: time 5 minute. Product: C(C)N1CC(OC2=C3C1=C1CCCCC1=NC3=CC=C2)C (1-Ethyl-2,3,9,10,11,12-hexahydro-3-methyl-1H-quino[4,3,2-ef][1,4]benzoxazepine). The yield is 54.1%. RXN SMILES: [H-].[Al+3].[Li+].[H-].[H-].[H-].[Cl-].[Al+3].[Cl-].[Cl-].[CH2:11]([N:13]1[C:19]2=[C:20]3[C:25](=[N:26][C:27]4=[CH:28][CH:29]=[CH:30][C:17](=[C:18]24)[O:16][CH:15]([CH3:31])[C:14]1=O)[CH2:24][CH2:23][CH2:22][CH2:21]3)[CH3:12]>O1CCCC1>[CH2:11]([N:13]1[C:19]2=[C:20]3[C:25](=[N:26][C:27]4=[CH:28][CH:29]=[CH:30][C:17](=[C:18]24)[O:16][CH:15]([CH3:31])[CH2:14]1)[CH2:24][CH2:23][CH2:22][CH2:21]3)[CH3:12] |f:0.1.2.3.4.5,6.7.8.9|. Reported procedure: To a solution of lithium aluminum hydride in tetrahydrofuran (1M, 14.22 ml) and dry tetrahydrofuran (30 ml) was added aluminum chloride (1.90 g) in portions, with stirring. After five mins, 1-ethyl-3-methyl-1,3,9,10,11,12-hexahydro-2H-quino[4,3,2-ef][1,4]benzoxazepin-2-one (4.21 g) was added and stirring was continued for 0.5 hr. The reaction mixture was quenched with ethyl acetate (200 ml) and 10% sodium hydroxide solution (200 ml). The organic layer was separated, dried over anhydrous magnesiu... Starting materials: BrC1C(NC2=C(C(C1)C1=CC=CC=C1)C=CC(=C2)C)=O (3-bromo-5-phenyl-8-methyl-2,3,4,5-tetrahydro-1H-(1)benzazepin-2-one), CC1(CCCCC1)NC(CI)=O (N-(1-methylcyclohexyl)-iodoacetamide). Product: CC1(CCCCC1)NC(CN1C(C(CC(C2=C1C=C(C=C2)C)C2=CC=CC=C2)Br)=O)=O (N-(1-Methylcyclohexyl)-2-[3-bromo-2-oxo-5-phenyl-8-methyl-2,3,4,5,-tetrahydro-1H-(1)benzazepin-1yl]ethanoic acid amide). As a reaction SMILES: [Br:1][CH:2]1[CH2:8][CH:7]([C:9]2[CH:14]=[CH:13][CH:12]=[CH:11][CH:10]=2)[C:6]2[CH:15]=[CH:16][C:17]([CH3:19])=[CH:18][C:5]=2[NH:4][C:3]1=[O:20].[CH3:21][C:22]1([NH:28][C:29](=[O:32])[CH2:30]I)[CH2:27][CH2:26][CH2:25][CH2:24][CH2:23]1>>[CH3:21][C:22]1([NH:28][C:29](=[O:32])[CH2:30][N:4]2[C:5]3[CH:18]=[C:17]([CH3:19])[CH:16]=[CH:15][C:6]=3[CH:7]([C:9]3[CH:14]=[CH:13][CH:12]=[CH:11][CH:10]=3)[CH2:8][CH:2]([Br:1])[C:3]2=[O:20])[CH2:27][CH2:26][CH2:25][CH2:24][CH2:23]1. Reported procedure: Prepared as in Example 20I from 3-bromo-5-phenyl-8-methyl-2,3,4,5-tetrahydro-1H-(1)benzazepin-2-one using N-(1-methylcyclohexyl)-iodoacetamide, M.P. x° C., x% yield for the trans isomer. The reactants are F[B-](F)(F)F.C(C)(C)(C)[PH+](C(C)(C)C)C(C)(C)C (tri-tert-butylphosphonium tetrafluoroborate), BrC=1C=C2C=CC(=NC2=NC1)NC(CN(C)C)=O (N-(6-bromo-[1,8]naphthyridin-2-yl)-2-dimethylamino-acetamide), N1=C(C=CC=C1)C=1C(=C2N(N1)CCC2)B(O)O (2-(pyridin-2-yl)-5,6-dihydro-4H-pyrrolo[1,2-b]pyrazole-3-boronic acid), [F-].[K+] (potassium fluoride), F[B-](F)(F)F.C(C)(C)(C)[PH+](C(C)(C)C)C(C)(C)C (tri-tert-butylphosphonium tetrafluoroborate). The product is CN(CC(=O)NC1=NC2=NC=C(C=C2C=C1)C1=C2N(N=C1C1=NC=CC=C1)CCC2)C (2-Dimethylamino-N-[6-[2-(pyridin-2-yl)-5,6-dihydro-4H-pyrrolo[1,2-b]pyrazol-3-yl]-[1,8]naphthyridin-2-yl]-acetamide). Yield: 5.5%. The solvent is C1CCOC1 (THF). Reaction SMILES: Br[C:2]1[CH:3]=[C:4]2[C:9](=[N:10][CH:11]=1)[N:8]=[C:7]([NH:12][C:13](=[O:18])[CH2:14][N:15]([CH3:17])[CH3:16])[CH:6]=[CH:5]2.[N:19]1[CH:24]=[CH:23][CH:22]=[CH:21][C:20]=1[C:25]1[C:26](B(O)O)=[C:27]2[CH2:32][CH2:31][CH2:30][N:28]2[N:29]=1.[F-].[K+].F[B-](F)(F)F.C([PH+](C(C)(C)C)C(C)(C)C)(C)(C)C>C1C=CC(/C=C/C(/C=C/C2C=CC=CC=2)=O)=CC=1.C1C=CC(/C=C/C(/C=C/C2C=CC=CC=2)=O)=CC=1.C1C=CC(/C=C/C(/C=C/C2C=CC=CC=2)=O)=CC=1.[Pd].[Pd].C1COCC1>[CH3:16][N:15]([CH3:17])[CH2:14][C:13]([NH:12][C:7]1[CH:6]=[CH:5][C:4]2[C:9](=[N:10][CH:11]=[C:2]([C:26]3[C:25]([C:20]4[CH:21]=[CH:22][CH:23]=[CH:24][N:19]=4)=[N:29][N:28]4[CH2:30][CH2:31][CH2:32][C:27]=34)[CH:3]=2)[N:8]=1)=[O:18] |f:2.3,4.5,6.7.8.9.10|. Reaction conditions: time 16 hour. Reagents/catalysts: C=1C=CC(=CC1)/C=C/C(=O)/C=C/C2=CC=CC=C2.C=1C=CC(=CC1)/C=C/C(=O)/C=C/C2=CC=CC=C2.C=1C=CC(=CC1)/C=C/C(=O)/C=C/C2=CC=CC=C2.[Pd].[Pd] (tris(dibenzylideneacetone)dipalladium(0)), C=1C=CC(=CC1)/C=C/C(=O)/C=C/C2=CC=CC=C2.C=1C=CC(=CC1)/C=C/C(=O)/C=C/C2=CC=CC=C2.C=1C=CC(=CC1)/C=C/C(=O)/C=C/C2=CC=CC=C2.[Pd].[Pd] (tris(dibenzylideneacetone)dipalladium(0)). Procedure details: Add N-(6-bromo-[1,8]naphthyridin-2-yl)-2-dimethylamino-acetamide (148 mg, 0.48 mmol), 2-(pyridin-2-yl)-5,6-dihydro-4H-pyrrolo[1,2-b]pyrazole-3-boronic acid (Preparation 5; 100 mg, 0.44 mmol), potassium fluoride (84 mg, 1.45 mmol), and THF (1.5 mL) to a flask under nitrogen. Purge the system with nitrogen for 10 min and add tris(dibenzylideneacetone)dipalladium(0) (40 mg, 0.044 mmol) and tri-tert-butylphosphonium tetrafluoroborate (Strem; 25 mg, 0.088 mmol). Purge the system with nitrogen for 2 m... The reactants are CCOc1cc(O[Si](C)(C)C(C)(C)C)c(F)c(C(Nc2ccc3c(N(C(=O)OC(C)(C)C)C(=O)OC(C)(C)C)nccc3c2)c2nc(-c3ccccc3)cn2C(c2ccccc2)(c2ccccc2)c2ccccc2)c1, CCCC[N+](CCCC)(CCCC)CCCC, C1CCOC1, CCOC(C)=O, [F-]. Yields the product CCOc1cc(O)c(F)c(C(Nc2ccc3c(N(C(=O)OC(C)(C)C)C(=O)OC(C)(C)C)nccc3c2)c2nc(-c3ccccc3)cn2C(c2ccccc2)(c2ccccc2)c2ccccc2)c1. As a reaction SMILES: [C:1]([Si:2]([CH3:3])([CH3:4])[O:6][c:7]1[c:8]([F:73])[c:9]([CH:16]([NH:17][c:18]2[cH:19][c:20]3[cH:21][cH:22][n:23][c:24]([N:28]([C:29](=[O:30])[O:31][C:32]([CH3:33])([CH3:34])[CH3:35])[C:36](=[O:37])[O:38][C:39]([CH3:40])([CH3:41])[CH3:42])[c:25]3[cH:26][cH:27]2)[c:43]2[n:44]([C:54]([c:55]3[cH:56][cH:57][cH:58][cH:59][cH:60]3)([c:61]3[cH:62][cH:63][cH:64][cH:65][cH:66]3)[c:67]3[cH:68][cH:69][cH:70][cH:71][cH:72]3)[cH:45][c:46](-[c:48]3[cH:49][cH:50][cH:51][cH:52][cH:53]3)[n:47]2)[cH:10][c:11]([O:13][CH2:14][CH3:15])[cH:12]1)([CH3:5])([CH3:74])[CH3:75].[CH2:77]([N+:78]([CH2:79][CH2:80][CH2:81][CH3:82])([CH2:83][CH2:84][CH2:85][CH3:86])[CH2:87][CH2:88][CH2:89][CH3:90])[CH2:91][CH2:92][CH3:93].[CH2:94]1[O:95][CH2:96][CH2:97][CH2:98]1.[CH3:99][CH2:100][O:101][C:102]([CH3:103])=[O:104].[F-:76]>>[OH:6][c:7]1[c:8]([F:73])[c:9]([CH:16]([NH:17][c:18]2[cH:19][c:20]3[cH:21][cH:22][n:23][c:24]([N:28]([C:29](=[O:30])[O:31][C:32]([CH3:33])([CH3:34])[CH3:35])[C:36](=[O:37])[O:38][C:39]([CH3:40])([CH3:41])[CH3:42])[c:25]3[cH:26][cH:27]2)[c:43]2[n:44]([C:54]([c:55]3[cH:56][cH:57][cH:58][cH:59][cH:60]3)([c:61]3[cH:62][cH:63][cH:64][cH:65][cH:66]3)[c:67]3[cH:68][cH:69][cH:70][cH:71][cH:72]3)[cH:45][c:46](-[c:48]3[cH:49][cH:50][cH:51][cH:52][cH:53]3)[n:47]2)[cH:10][c:11]([O:13][CH2:14][CH3:15])[cH:12]1. Reactants: Cc1c(F)c(F)cc(C(=O)O)c1F, CN(C)C=O, O=S(Cl)Cl. Product: Cc1c(F)c(F)cc(C(=O)Cl)c1F. As a reaction SMILES: [F:1][c:2]1[c:3]([C:4](=[O:5])[OH:6])[cH:7][c:8]([F:13])[c:9]([F:12])[c:10]1[CH3:11].[O:18]=[CH:19][N:20]([CH3:21])[CH3:22].[S:14]([Cl:15])([Cl:16])=[O:17]>>[F:1][c:2]1[c:3]([C:4](=[O:5])[Cl:16])[cH:7][c:8]([F:13])[c:9]([F:12])[c:10]1[CH3:11]. The reactants are COC1=CC=C2C=CC(=NC2=N1)N1C(C2=CC=CC=C2C1CC(CCC(C)C)=O)=O (2-(7-methoxy-1,8-naphthyridin-2-yl)-3-(5-methyl-2-oxohexyl)-1-isoindolinone), P(=O)(Cl)(Cl)Cl (phosphoryl chloride). Reaction conditions: temperature 50 celsius. The product is ClC1=CC=C2C=CC(=NC2=N1)N1C(C2=CC=CC=C2C1CC(CCC(C)C)=O)=O (2-(7-chloro-1,8-naphthyridin-2-yl)-3-(5-methyl-2-oxohexyl)-1-isoindolinone). Reaction SMILES: CO[C:3]1[N:12]=[C:11]2[C:6]([CH:7]=[CH:8][C:9]([N:13]3[CH:21]([CH2:22][C:23](=[O:29])[CH2:24][CH2:25][CH:26]([CH3:28])[CH3:27])[C:20]4[C:15](=[CH:16][CH:17]=[CH:18][CH:19]=4)[C:14]3=[O:30])=[N:10]2)=[CH:5][CH:4]=1.P(Cl)(Cl)([Cl:33])=O>>[Cl:33][C:3]1[N:12]=[C:11]2[C:6]([CH:7]=[CH:8][C:9]([N:13]3[CH:21]([CH2:22][C:23](=[O:29])[CH2:24][CH2:25][CH:26]([CH3:28])[CH3:27])[C:20]4[C:15](=[CH:16][CH:17]=[CH:18][CH:19]=4)[C:14]3=[O:30])=[N:10]2)=[CH:5][CH:4]=1. Procedure details: A solution of 2-(7-methoxy-1,8-naphthyridin-2-yl)-3-(5-methyl-2-oxohexyl)-1-isoindolinone (16.2 g) in phosphoryl chloride (160 cc) is heated to 100° C. for 6 hours. The mixture is then cooled to a temperature in the region of 50° C. and concentrated to dryness under reduced pressure (2.7 kPa). The residue is treated with ice (150 g) and water (150 g). The mixture is then alkalinized with aqueous ammonia solution (d=0.92) to a pH in the region of 12, and extracted with ethyl acetate (3×300 cc). T... Reactants: ClC1=CC=C(S1)C1=CC=C(C=C1)C(CCC(=O)OC)=O (4-[4-(5-chloro-thiophen-2-yl)-phenyl]-4-oxo-butyric acid, methyl ester), [OH-].[Na+] (sodium hydroxide), O1CCCC1 (tetrahydrofuran). The solvent is CO (methanol). Conditions: time 26 hour. Yields the product ClC1=CC=C(S1)C1=CC=C(C=C1)C(CCC(=O)O)=O (4-[4-(5-chloro-thiophen-2-yl)-phenyl]-4-oxo-butyric acid). The yield is 52.3%. RXN SMILES: [Cl:1][C:2]1[S:6][C:5]([C:7]2[CH:12]=[CH:11][C:10]([C:13](=[O:20])[CH2:14][CH2:15][C:16]([O:18]C)=[O:17])=[CH:9][CH:8]=2)=[CH:4][CH:3]=1.[OH-].[Na+].O1CCCC1>CO>[Cl:1][C:2]1[S:6][C:5]([C:7]2[CH:8]=[CH:9][C:10]([C:13](=[O:20])[CH2:14][CH2:15][C:16]([OH:18])=[O:17])=[CH:11][CH:12]=2)=[CH:4][CH:3]=1 |f:1.2|. Reported procedure: A mixture of 4-[4-(5-chloro-thiophen-2-yl)-phenyl]-4-oxo-butyric acid, methyl ester (5.99 g, 0.0194 mol), 1.0 M aqueous sodium hydroxide (23 mL, 0.023 mol), tetrahydrofuran (50 mL), and methanol (50 mL) was stirred at room temperature for 26 hours. The resulting suspension was filtered, and the filtercake was washed with methanol. The filtercake was partitioned between dichloromethane-tetrahydrofuran-ethyl acetate (100 mL each) and 0.5 M aqueous hydrochloric acid (50 mL). The organics were washe...